From a dataset of the Open Reaction Database (ORD), a public repository of structured organic reaction records. describe an organic reaction: reactants, conditions, products, and yield Starting materials: COC(C)(OC)c1ccc(Br)cc1, [Mg], C1CCOC1, O=C1CCCn2cncc21. Yields the product COC(C)(OC)c1ccc(C2(O)CCCn3cncc32)cc1. As a reaction SMILES: [Br:1][c:2]1[cH:3][cH:4][c:5]([C:8]([CH3:9])([O:10][CH3:11])[O:12][CH3:13])[cH:6][cH:7]1.[Mg:14].[O:25]1[CH2:26][CH2:27][CH2:28][CH2:29]1.[cH:15]1[n:16][cH:17][n:18]2[c:19]1[C:20](=[O:24])[CH2:21][CH2:22][CH2:23]2>>[c:2]1([C:20]2([OH:24])[c:19]3[cH:15][n:16][cH:17][n:18]3[CH2:23][CH2:22][CH2:21]2)[cH:3][cH:4][c:5]([C:8]([CH3:9])([O:10][CH3:11])[O:12][CH3:13])[cH:6][cH:7]1. Procedure details: To a solution of the compound prepared in Example 64 (0.447 g, 0.811 mmol) in 1,4-dioxane was added 4 M HCl in 1,4-dioxane (5.0 mL) and the reaction mixture stirred at room temperature for 1 h. The mixture was concentrated and the residue was purified by trituration with 1:1 dichloromethane/hexanes to afford the title compound (0.46 g, 99%) as a light brown solid. Starting materials: COC(=O)NC1=CC=C(C=C1)C1=CN=C(N1)[C@H]1N(C[C@H](C1)C1CCN(CC1)S(=O)(=O)C)C(=O)OC(C)(C)C (2-methyl-2-propanyl (2S,4R)-2-(5-{4-[(methoxycarbonyl)amino]phenyl}-1H-imidazol-2-yl)-4-[1-(methylsulfonyl)-4-piperidinyl]-1-pyrrolidinecarboxylate), Cl (HCl). Run in O1CCOCC1 (1,4-dioxane), O1CCOCC1 (1,4-dioxane). Run at time 1 hour. Product: Cl.CS(=O)(=O)N1CCC(CC1)[C@H]1C[C@H](NC1)C=1NC(=CN1)C1=CC=C(C=C1)NC(OC)=O (methyl [4-(2-{(2S,4R)-4-[1-(methylsulfonyl)-4-piperidinyl]-2-pyrrolidinyl}-1H-imidazol-5-yl)phenyl]carbamate hydrochloride). Yield: 99.0%. As a reaction SMILES: [CH3:1][O:2][C:3]([NH:5][C:6]1[CH:11]=[CH:10][C:9]([C:12]2[NH:16][C:15]([C@@H:17]3[CH2:21][C@H:20]([CH:22]4[CH2:27][CH2:26][N:25]([S:28]([CH3:31])(=[O:30])=[O:29])[CH2:24][CH2:23]4)[CH2:19][N:18]3C(OC(C)(C)C)=O)=[N:14][CH:13]=2)=[CH:8][CH:7]=1)=[O:4].[ClH:39]>O1CCOCC1>[ClH:39].[CH3:31][S:28]([N:25]1[CH2:24][CH2:23][CH:22]([C@@H:20]2[CH2:19][NH:18][C@H:17]([C:15]3[NH:16][C:12]([C:9]4[CH:8]=[CH:7][C:6]([NH:5][C:3](=[O:4])[O:2][CH3:1])=[CH:11][CH:10]=4)=[CH:13][N:14]=3)[CH2:21]2)[CH2:27][CH2:26]1)(=[O:29])=[O:30] |f:3.4|. Product: CC(NC(CCc1c[nH]c2ccccc12)C(=O)O)C(=O)N1C(C(=O)O)CC2CCCCC21. Starting materials: [BH3-]C#N, CC(N)C(=O)N1C(C(=O)O)CC2CCCCC21, [Na+], O=C(O)C(=O)CCc1c[nH]c2ccccc12. As a reaction SMILES: [C:34]([BH3-:35])#[N:36].[NH2:1][CH:2]([CH3:3])[C:4](=[O:5])[N:6]1[CH:7]([C:15](=[O:16])[OH:17])[CH2:8][CH:9]2[CH2:10][CH2:11][CH2:12][CH2:13][CH:14]12.[Na+:37].[nH:18]1[cH:19][c:20]([CH2:27][CH2:28][C:29]([C:30](=[O:31])[OH:32])=[O:33])[c:21]2[cH:22][cH:23][cH:24][cH:25][c:26]12>>[NH:1]([CH:2]([CH3:3])[C:4](=[O:5])[N:6]1[CH:7]([C:15](=[O:16])[OH:17])[CH2:8][CH:9]2[CH2:10][CH2:11][CH2:12][CH2:13][CH:14]12)[CH:29]([CH2:28][CH2:27][c:20]1[cH:19][nH:18][c:26]2[c:21]1[cH:22][cH:23][cH:24][cH:25]2)[C:30](=[O:31])[OH:32]. Starting materials: C(#N)C1=CC=C(C=C1)CCN1CCC(CC1)(O)COC1=CC=C(C=C1)C=O (1-[2-(4-cyanophenyl)ethyl]-4-(4-formylphenoxymethyl)piperidin-4-ol), O (water), [BH4-].[Na+] (sodium borohydride), ice water. Solvent: C(C)O (ethanol), O1CCCC1 (tetrahydrofuran). Run at time 2 hour. The product is C(#N)C1=CC=C(C=C1)CCN1CCC(CC1)(O)COC1=CC=C(C=C1)CO (1-[2-(4-cyanophenyl)ethyl]-4-(4-hydroxymethylphenoxymethyl)piperidin-4-ol). The yield is 79.6%. RXN SMILES: [C:1]([C:3]1[CH:8]=[CH:7][C:6]([CH2:9][CH2:10][N:11]2[CH2:16][CH2:15][C:14]([CH2:18][O:19][C:20]3[CH:25]=[CH:24][C:23]([CH:26]=[O:27])=[CH:22][CH:21]=3)([OH:17])[CH2:13][CH2:12]2)=[CH:5][CH:4]=1)#[N:2].[BH4-].[Na+].O>C(O)C.O1CCCC1>[C:1]([C:3]1[CH:4]=[CH:5][C:6]([CH2:9][CH2:10][N:11]2[CH2:16][CH2:15][C:14]([CH2:18][O:19][C:20]3[CH:25]=[CH:24][C:23]([CH2:26][OH:27])=[CH:22][CH:21]=3)([OH:17])[CH2:13][CH2:12]2)=[CH:7][CH:8]=1)#[N:2] |f:1.2|. Procedure: The compound (0.20 g) obtained in Step 1 was dissolved in a mixture of ethanol (3 mL) and tetrahydrofuran (2.75 mL) and to this solution was added sodium borohydride (0.016 g) under cooling with ice-water and the mixture was stirred at the same temperature for two hours under nitrogen atmosphere. After adding water (15 mL) and stirring, to the mixture was added salt until it was saturated, and the mixture was extracted with ethyl acetate. The organic layer was washed with brine and dried over an... Reactants: Cc1ccc2cc(Br)ccc2c1, COCCOC, O=Cc1ccccc1B(O)O, [Na+], [Na+], O=C([O-])[O-]. Product: Cc1ccc2cc(-c3ccccc3C=O)ccc2c1. RXN SMILES: [Br:1][c:2]1[cH:3][c:4]2[cH:5][cH:6][c:7]([CH3:12])[cH:8][c:9]2[cH:10][cH:11]1.[CH2:30]([CH2:31][O:32][CH3:33])[O:34][CH3:35].[CH:13](=[O:14])[c:15]1[c:16]([B:21]([OH:22])[OH:23])[cH:17][cH:18][cH:19][cH:20]1.[Na+:24].[Na+:25].[O-:26][C:27](=[O:28])[O-:29]>>[c:2]1(-[c:16]2[c:15]([CH:13]=[O:14])[cH:20][cH:19][cH:18][cH:17]2)[cH:3][c:4]2[cH:5][cH:6][c:7]([CH3:12])[cH:8][c:9]2[cH:10][cH:11]1. Reactants: Cc1cc(C)nc(N(CC#N)C(=O)N(C)C)c1, CCOC(C)=O, [H][H], O=[Pt]. Product: Cc1cc(C)nc(N(CCN)C(=O)N(C)C)c1. Reaction SMILES: [CH3:1][N:2]([C:3](=[O:4])[N:5]([c:6]1[n:7][c:8]([CH3:13])[cH:9][c:10]([CH3:12])[cH:11]1)[CH2:14][C:15]#[N:16])[CH3:17].[CH3:20][CH2:21][O:22][C:23](=[O:24])[CH3:25].[H:18][H:19].[Pt:26]=[O:27]>>[CH3:1][N:2]([C:3](=[O:4])[N:5]([c:6]1[n:7][c:8]([CH3:13])[cH:9][c:10]([CH3:12])[cH:11]1)[CH2:14][CH2:15][NH2:16])[CH3:17].